This data is from the Open Reaction Database (ORD), a public repository of structured organic reaction records. The task is: describe an organic reaction: reactants, conditions, products, and yield Starting materials: COc1cc(N2CCC(N3CCN(C)CC3)CC2)ccc1Nc1ncc2ccc(Br)n2n1, COCc1ccccc1B(O)O. The product is COCc1ccccc1-c1ccc2cnc(Nc3ccc(N4CCC(N5CCN(C)CC5)CC4)cc3OC)nn12. As a reaction SMILES: [Br:1][c:2]1[cH:3][cH:4][c:5]2[cH:6][n:7][c:8]([NH:11][c:12]3[c:13]([O:31][CH3:32])[cH:14][c:15]([N:18]4[CH2:19][CH2:20][CH:21]([N:24]5[CH2:25][CH2:26][N:27]([CH3:30])[CH2:28][CH2:29]5)[CH2:22][CH2:23]4)[cH:16][cH:17]3)[n:9][n:10]12.[CH3:33][O:34][CH2:35][c:36]1[c:37]([B:42]([OH:43])[OH:44])[cH:38][cH:39][cH:40][cH:41]1>>[c:2]1(-[c:37]2[c:36]([CH2:35][O:34][CH3:33])[cH:41][cH:40][cH:39][cH:38]2)[cH:3][cH:4][c:5]2[cH:6][n:7][c:8]([NH:11][c:12]3[c:13]([O:31][CH3:32])[cH:14][c:15]([N:18]4[CH2:19][CH2:20][CH:21]([N:24]5[CH2:25][CH2:26][N:27]([CH3:30])[CH2:28][CH2:29]5)[CH2:22][CH2:23]4)[cH:16][cH:17]3)[n:9][n:10]12. Starting materials: O (Water), ClC=1C=C(C(=NC1)NC(C(F)(F)F)=O)[N+](=O)[O-] (5-Chloro-3-nitro-2-(trifluoroacetamido)pyridine), stannous chloride, Cl (hydrochloric acid). Solvent: C(C)(=O)O (acetic acid). Run at time 15 minute. Product: ClC=1C=C2C(=NC1)N=C(N2O)C(F)(F)F (6-CHLORO-1-HYDROXY-2-(TRIFLUOROMETHYL)IMIDAZO(4,5-b)PYRIDINE). Reaction SMILES: [Cl:1][C:2]1[CH:3]=[C:4]([N+:15]([O-:17])=O)[C:5]([NH:8][C:9](=O)[C:10]([F:13])([F:12])[F:11])=[N:6][CH:7]=1.Cl.O>C(O)(=O)C>[Cl:1][C:2]1[CH:3]=[C:4]2[N:15]([OH:17])[C:9]([C:10]([F:13])([F:12])[F:11])=[N:8][C:5]2=[N:6][CH:7]=1. Reported procedure: 5-Chloro-3-nitro-2-(trifluoroacetamido)pyridine (2.7 grams), anhydrous stannous chloride (3.8 grams), and 4.0 milliliters of concentrated hydrochloric acid were mixed in 20 milliliters of acetic acid. The mixture was cooled to temperatures of 0°-10° C. and maintained thereat for 15 minutes. Water (50 milliliters) was then added to the reaction mixture, and the desired 6-chloro-1-hydroxy-2-(trifluoromethyl)imidazo(4,5-b)pyridine product precipitated. It was separated and dried. The yield was 1.3 ... Reactants: CC1=C(NC(C=2C(O)=CC=CC2)=O)C=CC(=C1)Cl (2'-methyl-4'-chlorosalicylanilide), CC1=C(NC(C=2C(O)=CC=CC2)=O)C=CC(=C1)Cl (2'-methyl-4'-chlorosalicylanilide), BrBr (bromine). Run in C(=S)=S (carbon disulfide), C(=S)=S (carbon disulfide). Yields the product BrC1=CC=C(C(C(=O)NC2=C(C=C(C=C2)Cl)C)=C1)O (5-bromo-2'-methyl-4'-chloro salicylanilide). RXN SMILES: [CH3:1][C:2]1[CH:17]=[C:16]([Cl:18])[CH:15]=[CH:14][C:3]=1[NH:4][C:5](=[O:13])[C:6]1[C:7](=[CH:9][CH:10]=[CH:11][CH:12]=1)[OH:8].[Br:19]Br>C(=S)=S>[Br:19][C:11]1[CH:12]=[C:6]([C:5]([NH:4][C:3]2[CH:14]=[CH:15][C:16]([Cl:18])=[CH:17][C:2]=2[CH3:1])=[O:13])[C:7]([OH:8])=[CH:9][CH:10]=1. Reported procedure: 135 g. of 2'-methyl-4'-chlorosalicylanilide is dissolved in 2,500 cc. of carbon disulfide with heating. Said solution is then rapidly cooled to form a finely dispersed suspension of 2'-methyl-4'-chlorosalicylanilide. A solution of 80 cc. of bromine in 250 cc. of carbon disulfide is added, drop by drop, at room temperature to said suspension with agitation. Said reaction mixture is allowed to stand over night. Thereby 210 g. of 5-bromo-2'-methyl-4'-chloro salicylanilide are obtained. Resulting co... Reactants: OC1=CC=C(C(=O)OCC)C=C1 (ethyl 4-hydroxybenzoate), Cl.ClCCC=1N=CNC1 (4-(2-chloroethyl)-1H-imidazole hydrochloride), C([O-])([O-])=O.[K+].[K+] (potassium carbonate), [I-].[Na+] (sodium iodide). The solvent is CN(C=O)C (dimethylformamide). The product is C(C)OC(=O)C1=CC=C(OCCC=2N=CNC2)C=C1 (4-[2-(4-Ethoxycarbonylphenoxy)ethyl]-1H-imidazole). Reaction SMILES: [OH:1][C:2]1[CH:12]=[CH:11][C:5]([C:6]([O:8][CH2:9][CH3:10])=[O:7])=[CH:4][CH:3]=1.Cl.Cl[CH2:15][CH2:16][C:17]1[N:18]=[CH:19][NH:20][CH:21]=1.C(=O)([O-])[O-].[K+].[K+].[I-].[Na+]>CN(C)C=O>[CH2:9]([O:8][C:6]([C:5]1[CH:4]=[CH:3][C:2]([O:1][CH2:15][CH2:16][C:17]2[N:18]=[CH:19][NH:20][CH:21]=2)=[CH:12][CH:11]=1)=[O:7])[CH3:10] |f:1.2,3.4.5,6.7|. Procedure details: 1.49 g (9 mmol) of ethyl 4-hydroxybenzoate, 251 mg (1.5 mmol) of 4-(2-chloroethyl)-1H-imidazole hydrochloride, 500 g (3.6 mmol) of potassium carbonate and sodium iodide (catalyst) are stirred at 80° C. for 4 days in 5 ml of dimethylformamide. The reaction mixture is cooled and then filtered. The filtrate is evaporated under reduced pressure to give an oily residue. The excess ethyl 4-hydroxybenzoate is extracted with ether at pH=1. The aqueous solution is evaporated under reduced pressure to giv... Starting materials: BrC1=C(C=C(OCCN2CCN(CC2)C)C=C1)Cl (1-[2-(4-Bromo-3-chlorophenoxy)ethyl]-4-methyl-piperazine), [Li]CCCC (n-BuLi), B(OC(C)C)(OC(C)C)OC(C)C (triisopropyl borate). The product is ClC1=C(C=CC(=C1)OCCN1CCN(CC1)C)B(OC(C)C)OC(C)C (diisopropyl 2-chloro-4-(2-(4-methylpiperazin-1-yl)ethoxy)phenylboronate). As a reaction SMILES: Br[C:2]1[CH:17]=[CH:16][C:5]([O:6][CH2:7][CH2:8][N:9]2[CH2:14][CH2:13][N:12]([CH3:15])[CH2:11][CH2:10]2)=[CH:4][C:3]=1[Cl:18].[Li]CCCC.[B:24](OC(C)C)([O:29][CH:30]([CH3:32])[CH3:31])[O:25][CH:26]([CH3:28])[CH3:27]>>[Cl:18][C:3]1[CH:4]=[C:5]([O:6][CH2:7][CH2:8][N:9]2[CH2:14][CH2:13][N:12]([CH3:15])[CH2:11][CH2:10]2)[CH:16]=[CH:17][C:2]=1[B:24]([O:29][CH:30]([CH3:32])[CH3:31])[O:25][CH:26]([CH3:28])[CH3:27]. Reported procedure: 1-[2-(4-Bromo-3-chlorophenoxy)ethyl]-4-methyl-piperazine was reacted with n-BuLi at 0° C. in the presence of triisopropyl borate to give diisopropyl 2-chloro-4-(2-(4-methylpiperazin-1-yl)ethoxy)phenylboronate upon warming to room temperature. Yield: 81.1%. Reaction SMILES: [OH-].[K+].CC1C=CC(S([O:13][C:14]2[CH:19]=[C:18]([N+:20]([O-:22])=[O:21])[C:17]([F:23])=[CH:16][C:15]=2[Cl:24])(=O)=O)=CC=1[N+]([O-])=O>O.O1CCOCC1>[Cl:24][C:15]1[CH:16]=[C:17]([F:23])[C:18]([N+:20]([O-:22])=[O:21])=[CH:19][C:14]=1[OH:13] |f:0.1|. Procedure details: A solution of 12.84 g (0.195 mole) of potassium hydroxide in 200 mL of water was added to a vigorously stirred solution of 34.0 g (0.097 mole) of 2-chloro-4-fluoro-5-nitrophenyl 4-methyl-3-nitrophenylsulfonate in 190 mL of p-dioxane. The resultant mixture was stirred at room temperature for approximately 18 hours. The reaction mixture was filtered and the filtrate acidified with concentrated hydrochloric acid. The acidic solution was extracted with diethyl ether. The ether extract was dried over... Yields the product ClC1=C(C=C(C(=C1)F)[N+](=O)[O-])O (2-chloro-4-fluoro-5-nitrophenol). Starting materials: resultant mixture, [OH-].[K+] (potassium hydroxide), CC1=C(C=C(C=C1)S(=O)(=O)OC1=C(C=C(C(=C1)[N+](=O)[O-])F)Cl)[N+](=O)[O-] (2-chloro-4-fluoro-5-nitrophenyl 4-methyl-3-nitrophenylsulfonate). The solvent is O (water), O1CCOCC1 (p-dioxane).